From a dataset of the Open Reaction Database (ORD), a public repository of structured organic reaction records. describe an organic reaction: reactants, conditions, products, and yield Starting materials: IC1=NC2=C(C=CC=C2C=C1)O (2-Iodo-quinolin-8-ol), BrC(C)C (2-bromopropane). Product: IC1=NC2=C(C=CC=C2C=C1)OC(C)C (2-iodo-8-isopropoxyquinoline). Yield: 84.0%. Reaction SMILES: [I:1][C:2]1[CH:11]=[CH:10][C:9]2[C:4](=[C:5]([OH:12])[CH:6]=[CH:7][CH:8]=2)[N:3]=1.Br[CH:14]([CH3:16])[CH3:15]>>[I:1][C:2]1[CH:11]=[CH:10][C:9]2[C:4](=[C:5]([O:12][CH:14]([CH3:16])[CH3:15])[CH:6]=[CH:7][CH:8]=2)[N:3]=1. Procedure: Reaction of 2-iodo-quinolin-8-ol 8 with 2-bromopropane following the method described in Example 8 gave 2-iodo-8-isopropoxyquinoline 9 in 84% yield. 9: 1H NMR (CDCl3): δ 7.75-7.67 (m, 2H), 7.45 (dd, J=7.0 and 8.0, 1H), 7.33 (dd, J=1.2 and 8.0, 1H), 7.12 (dd, J=1.2 and 7.0, 1H), 4.80 (m, 1H), 1.49 (d, J=5.9, 6 H). To a stirred solution of 9 (29 mg, 0.093 mmol) and PdCl2(PPh3)2 (5 mg) in THF (2.5 mL) under an argon atmosphere at RT was added dropwise over 5 min 2-pyridylzinc bromide (0.370 mL of a... The reactants are COC(C1=CC(=CC=C1S(NC(F)(F)F)(=O)=O)F)=O (3-fluoro-6-(trifluoromethylsulfamoyl)-benzoic acid methyl ester), [OH-].[Na+] (NaOH). The solvent is O1CCOCC1 (dioxane). Product: FC=1C=C(C(=O)O)C(=CC1)S(NC(F)(F)F)(=O)=O (3-Fluoro-6-(trifluoromethylsulfamoyl)-benzoic acid). RXN SMILES: C[O:2][C:3](=[O:19])[C:4]1[C:9]([S:10](=[O:17])(=[O:16])[NH:11][C:12]([F:15])([F:14])[F:13])=[CH:8][CH:7]=[C:6]([F:18])[CH:5]=1.[OH-].[Na+]>O1CCOCC1>[F:18][C:6]1[CH:5]=[C:4]([C:9]([S:10](=[O:16])(=[O:17])[NH:11][C:12]([F:14])([F:15])[F:13])=[CH:8][CH:7]=1)[C:3]([OH:19])=[O:2] |f:1.2|. Procedure: Analogously to Example 21(b), 2.41 g (8 mmol) of 3-fluoro-6-(trifluoromethylsulfamoyl)-benzoic acid methyl ester in aqueous dioxane is saponified with NaOH and isolated. 1.55 g=67.3% of the theoretical yield is obtained as a partially crystalline product. The reactants are C(C)(=O)OC(C)=O (acetic acid anhydride), C(C)(=O)O (acetic acid), COCC(=O)O (methoxyacetic acid), C(C)(=O)OC(C)=O (acetic anhydride). The product is COCC(=O)OC(COC)=O (Methoxyacetic anhydride). The yield is 71.0%. Reaction SMILES: [CH3:1][O:2][CH2:3][C:4]([OH:6])=[O:5].[C:7]([O:10][C:11](=O)[CH3:12])(=O)C.C(O)(=[O:16])C>>[CH3:1][O:2][CH2:3][C:4]([O:6][C:12](=[O:16])[CH2:11][O:10][CH3:7])=[O:5]. Procedure: A mixture of methoxyacetic acid (360 g, 4 mol) and acetic anhydride (409 g, 4 mol) was heated with stirring in a 2 L 3-neck flask equipped with a bubble-plate distillation column and a fraction cutter. A mixture of acetic acid and acetic acid anhydride was distilled at atmospheric pressure until the internal temperature reached 164° C. The pressure was reduced and the product was collected at 65°-71° C. at 0.2 mmHg to give 229 g (71%) of pure title compound. A total of 34.8 kg of methoxyacetic a... The reactants are Cc1nc2c(s1)C(=O)C=C(NCCCBr)C2=O, COc1ccc(CN)cc1, CN(C)C=O, CCN(C(C)C)C(C)C, [I-], [Na+]. Product: COc1ccc(CNCCCNC2=CC(=O)c3sc(C)nc3C2=O)cc1. RXN SMILES: [Br:22][CH2:23][CH2:24][CH2:25][NH:26][C:27]1=[CH:28][C:29](=[O:38])[c:30]2[c:31]([n:32][c:33]([CH3:35])[s:34]2)[C:36]1=[O:37].[CH3:1][O:2][c:3]1[cH:4][cH:5][c:6]([CH2:7][NH2:8])[cH:9][cH:10]1.[CH3:39][N:40]([CH3:41])[CH:42]=[O:43].[CH:11]([N:12]([CH:13]([CH3:14])[CH3:15])[CH2:16][CH3:17])([CH3:18])[CH3:19].[I-:21].[Na+:20]>>[CH3:1][O:2][c:3]1[cH:4][cH:5][c:6]([CH2:7][NH:8][CH2:23][CH2:24][CH2:25][NH:26][C:27]2=[CH:28][C:29](=[O:38])[c:30]3[c:31]([n:32][c:33]([CH3:35])[s:34]3)[C:36]2=[O:37])[cH:9][cH:10]1. The reactants are C1C(O1)CO (glycidol), N1=CC=CC=C1 (pyridine), COC(=O)CC1=CC=C(C(=O)Cl)C=C1 (4-[(methoxycarbonyl)methyl]benzoyl chloride). Run in CCOCC (ether). Reaction conditions: time 2 hour. Yields the product COC(=O)CC1=CC=C(C(=O)OCC2CO2)C=C1 (2,3 Epoxypropyl 4-[(Methoxycarbonyl)methyl]benzoate). Reaction SMILES: [CH2:1]1[O:3][CH:2]1[CH2:4][OH:5].N1C=CC=CC=1.[CH3:12][O:13][C:14]([CH2:16][C:17]1[CH:25]=[CH:24][C:20]([C:21](Cl)=[O:22])=[CH:19][CH:18]=1)=[O:15]>CCOCC>[CH3:12][O:13][C:14]([CH2:16][C:17]1[CH:25]=[CH:24][C:20]([C:21]([O:5][CH2:4][CH:2]2[O:3][CH2:1]2)=[O:22])=[CH:19][CH:18]=1)=[O:15]. Procedure details: A mixture containing 14.8 g (0.2 mole) of glycidol, 150 ml of anhydrous ether, 16 g (0.4 mole of pyridine and 43 g (0.2 mole) of 4-[(methoxycarbonyl)methyl]benzoyl chloride is stirred at room temperature for two hours. The mixture is filtered and the ether evaporated to leave an oil. This oil is distilled to give a colorless oil. Starting materials: C(C)(C)(C)C1=NN(C(=C1)NC(NCC1=C(OC=2C=C3C=NN(C3=CC2)CC(=O)OC)C=CC(=C1)F)=O)C1=CC=C(C=C1)C (methyl 2-(5-(2-((3-(3-tert-butyl-1-p-tolyl-1H-pyrazol-5-yl)ureido)methyl)-4-fluorophenoxy)-1H-indazol-1-yl)acetate), [BH4-].[Na+] (sodium borohydride). The solvent is CO (methanol). Conditions: time 18 hour. Yields the product C(C)(C)(C)C1=NN(C(=C1)NC(=O)NCC1=C(C=CC(=C1)F)OC=1C=C2C=NN(C2=CC1)CCO)C1=CC=C(C=C1)C (1-(3-tert-Butyl-1-p-tolyl-1H-pyrazol-5-yl)-3-((5-fluoro-2-(1-(2-hydroxyethyl)-1H-indazol-5-yloxy)phenyl)methyl)urea). RXN SMILES: [C:1]([C:5]1[CH:9]=[C:8]([NH:10][C:11](=[O:36])[NH:12][CH2:13][C:14]2[CH:34]=[C:33]([F:35])[CH:32]=[CH:31][C:15]=2[O:16][C:17]2[CH:18]=[C:19]3[C:23](=[CH:24][CH:25]=2)[N:22]([CH2:26][C:27](OC)=[O:28])[N:21]=[CH:20]3)[N:7]([C:37]2[CH:42]=[CH:41][C:40]([CH3:43])=[CH:39][CH:38]=2)[N:6]=1)([CH3:4])([CH3:3])[CH3:2].[BH4-].[Na+]>CO>[C:1]([C:5]1[CH:9]=[C:8]([NH:10][C:11]([NH:12][CH2:13][C:14]2[CH:34]=[C:33]([F:35])[CH:32]=[CH:31][C:15]=2[O:16][C:17]2[CH:18]=[C:19]3[C:23](=[CH:24][CH:25]=2)[N:22]([CH2:26][CH2:27][OH:28])[N:21]=[CH:20]3)=[O:36])[N:7]([C:37]2[CH:42]=[CH:41][C:40]([CH3:43])=[CH:39][CH:38]=2)[N:6]=1)([CH3:4])([CH3:3])[CH3:2] |f:1.2|. Reported procedure: A solution of methyl 2-(5-(2-((3-(3-tert-butyl-1-p-tolyl-1H-pyrazol-5-yl)ureido)methyl)-4-fluorophenoxy)-1H-indazol-1-yl)acetate (4.6 g, 7.87 mmol) in methanol (0.1M, 80 mL) was treated with sodium borohydride (893 mg, 23.6 mmol) in portions at room temperature. The mixture was stirred at room temperature for 18 hours, and the solvent evaporated in vacuo to a dark yellow residue. The residue was distributed between dichloromethane and saturated aqueous NH4Cl. The organic layer was filtered throu...